From a dataset of the Open Reaction Database (ORD), a public repository of structured organic reaction records. describe an organic reaction: reactants, conditions, products, and yield Yield: 57.0%. Reactants: COC=1C=CC2=C(SC(=C2Cl)C(=O)OC)C1 (methyl 6-methoxy-3-chlorobenzo[b]thiophene-2-carboxylate), CO (methanol), NN (hydrazine), II (iodine). Run at time 72 hour. The product is COC=1C=CC2=C(SC(=C2Cl)C(=O)NN)C1 (6-Methoxy-3-Chlorobenzo[b]thiophene-2-Hydrazide). RXN SMILES: [CH3:1][O:2][C:3]1[CH:4]=[CH:5][C:6]2[C:10]([Cl:11])=[C:9]([C:12](OC)=[O:13])[S:8][C:7]=2[CH:16]=1.CO.[NH2:19][NH2:20].II>C(OCC)(=O)C.CCCCCC>[CH3:1][O:2][C:3]1[CH:4]=[CH:5][C:6]2[C:10]([Cl:11])=[C:9]([C:12]([NH:19][NH2:20])=[O:13])[S:8][C:7]=2[CH:16]=1. Procedure details: A 100 ml, round bottomed flask, reflux condenser, gas inlet and Teflon stirrer were oven dried for 12 hours at 160° C. The apparatus was rapidly assembled, flushed with dry nitrogen gas, and cooled to room temperature. The reaction flask was charged with methyl 6-methoxy-3-chlorobenzo[b]thiophene-2-carboxylate (1.50 g, 5.85 mmole), anhydrous methanol (Aldrich, 50 ml), and anhydrous hydrazine (Aldrich, 2.5 equivalents, 0.47 g, 0.45 ml, 14.61 mmole). The stirred reaction mixture was brought to ref... The solvent is C(C)(=O)OCC (ethyl acetate), CCCCCC (hexane). Reactants: O (water), O[Li].O (LiOH.H2O), C(C)(C)NC1=NC=C(C(=N1)C1=CN(C2=NC=C(C=C21)NC2=CC=CC=C2)S(=O)(=O)C2=CC=C(C)C=C2)C#N (2-(isopropylamino)-4-(5-(phenylamino)-1-tosyl-1H-pyrrolo[2,3-b]pyridin-3-yl)pyrimidine-5-carbonitrile). Solvent: C1CCOC1 (THF). Conditions: time 16 hour. Product: C(C)(C)NC1=NC=C(C(=N1)C1=CNC2=NC=C(C=C21)NC2=CC=CC=C2)C#N (2-(isopropylamino)-4-(5-(phenylamino)-1H-pyrrolo[2,3-b]pyridin-3-yl)pyrimidine-5-carbonitrile). Isolated yield 49.7%. Reaction SMILES: [CH:1]([NH:4][C:5]1[N:10]=[C:9]([C:11]2[C:19]3[C:14](=[N:15][CH:16]=[C:17]([NH:20][C:21]4[CH:26]=[CH:25][CH:24]=[CH:23][CH:22]=4)[CH:18]=3)[N:13](S(C3C=CC(C)=CC=3)(=O)=O)[CH:12]=2)[C:8]([C:37]#[N:38])=[CH:7][N:6]=1)([CH3:3])[CH3:2].O.O[Li].O>C1COCC1>[CH:1]([NH:4][C:5]1[N:10]=[C:9]([C:11]2[C:19]3[C:14](=[N:15][CH:16]=[C:17]([NH:20][C:21]4[CH:26]=[CH:25][CH:24]=[CH:23][CH:22]=4)[CH:18]=3)[NH:13][CH:12]=2)[C:8]([C:37]#[N:38])=[CH:7][N:6]=1)([CH3:3])[CH3:2] |f:2.3|. Reported procedure: 2-(isopropylamino)-4-(5-(phenylamino)-1-tosyl-1H-pyrrolo[2,3-b]pyridin-3-yl)pyrimidine-5-carbonitrile (0.083 g, 0.158 mmol) was stirred in THF (7 mL) and water (1.5 mL) and treated with LiOH.H2O (0.066 g, 1.60 mmol, 10.0 Eq) and allowed to stir at room temperature for 16 hours. The reaction mixture was concentrated and purified by column chromatography (50% EtOAc/Petroleum ether) to yield the product as a yellow solid (29 mg, 50%) Reactants: BrC1C(C2=CC=CC=C2C1)=O (2-bromo-1-indanone), Cl.N1(C=NC=C1)CCCC(N)=S (4-(1-imidazolyl)butanethioamide hydrochloride). Yields the product Cl.Cl.N1(C=NC=C1)CCCC=1SC2=C(N1)C=1C=CC=CC1C2 (2-[3-(1-Imidazolyl)propyl]-8H-indeno[1,2-d]thiazole dihydrochloride). Reaction SMILES: Br[CH:2]1[CH2:10][C:9]2[C:4](=[CH:5][CH:6]=[CH:7][CH:8]=2)[C:3]1=O.[ClH:12].[N:13]1([CH2:18][CH2:19][CH2:20][C:21](=[S:23])[NH2:22])[CH:17]=[CH:16][N:15]=[CH:14]1>>[ClH:12].[ClH:12].[N:13]1([CH2:18][CH2:19][CH2:20][C:21]2[S:23][C:2]3[CH2:10][C:9]4[CH:8]=[CH:7][CH:6]=[CH:5][C:4]=4[C:3]=3[N:22]=2)[CH:17]=[CH:16][N:15]=[CH:14]1 |f:1.2,3.4.5|. Reported procedure: Starting compounds: 2-bromo-1-indanone, 4-(1-imidazolyl)butanethioamide hydrochloride The reactants are C1(C=CC2=CC=CC=C12)C(C)C1C=CC2=CC=CC=C12 (Bis(indenyl)ethane), C(C)[N-]CC.C(C)[N-]CC.C(C)[N-]CC.C(C)[N-]CC.[Zr+4] (zirconium tetra(diethyl amide)), hexanes. Reaction SMILES: [CH:1]1([CH:10]([CH:12]2[C:20]3[C:15](=[CH:16][CH:17]=[CH:18][CH:19]=3)[CH:14]=[CH:13]2)[CH3:11])[C:9]2[C:4](=[CH:5][CH:6]=[CH:7][CH:8]=2)[CH:3]=[CH:2]1.[CH2:21]([N-:23][CH2:24][CH3:25])[CH3:22].[CH2:26]([N-:28][CH2:29][CH3:30])[CH3:27].[CH2:31]([N-:33][CH2:34][CH3:35])[CH3:32].C([N-]CC)C.[Zr+4:41]>>[CH2:21]([N-:23][CH2:24][CH3:25])[CH3:22].[CH2:26]([N-:28][CH2:29][CH3:30])[CH3:27].[CH2:31]([N-:33][CH2:34][CH3:35])[CH3:32].[Zr+3:41].[CH:12]1([CH:10]([CH:1]2[C:9]3[C:4](=[CH:5][CH:6]=[CH:7][CH:8]=3)[CH:3]=[CH:2]2)[CH3:11])[C:20]2[C:15](=[CH:16][CH:17]=[CH:18][CH:19]=2)[CH:14]=[CH:13]1 |f:1.2.3.4.5,6.7.8.9.10|. Reported procedure: Bis(indenyl)ethane (0.327 g, 1.27 mmole) were reacted with zirconium tetra(diethyl amide) (1.025 g, 2.70 mmole, 6% excess for 1:2 stoichiometry) at 125° C. for 21/2 hours under nitrogen. This resulted in a light orange-yellow oil: 0.427 g of it were dissolved in 25 ml hexanes (46.1 mmole Zr/ml). Yields the product C(C)[N-]CC.C(C)[N-]CC.C(C)[N-]CC.[Zr+3].C1(C=CC2=CC=CC=C12)C(C)C1C=CC2=CC=CC=C12 (Bis(Indenyl)Ethane Zirconium Tris(Diethyl-amide)).